This data is from the Open Reaction Database (ORD), a public repository of structured organic reaction records. The task is: describe an organic reaction: reactants, conditions, products, and yield Reactants: [Br-], ClCCl, CCCC[N+](CCCC)(CCCC)CCCC, [O-]Cl, OC(c1ccc(OCC(F)(F)F)nc1)C(F)(F)F, [Na+], O. The product is O=C(c1ccc(OCC(F)(F)F)nc1)C(F)(F)F. As a reaction SMILES: [Br-:23].[CH2:41]([Cl:42])[Cl:43].[CH3:24][CH2:25][CH2:26][CH2:27][N+:28]([CH2:29][CH2:30][CH2:31][CH3:32])([CH2:33][CH2:34][CH2:35][CH3:36])[CH2:37][CH2:38][CH2:39][CH3:40].[Cl:19][O-:20].[F:1][C:2]([CH2:3][O:4][c:5]1[n:6][cH:7][c:8]([CH:11]([C:12]([F:13])([F:14])[F:15])[OH:16])[cH:9][cH:10]1)([F:17])[F:18].[Na+:21].[OH2:22]>>[F:1][C:2]([CH2:3][O:4][c:5]1[n:6][cH:7][c:8]([C:11]([C:12]([F:13])([F:14])[F:15])=[O:16])[cH:9][cH:10]1)([F:17])[F:18]. Starting materials: CI (Methyl iodide), NC(C=1NC(=C(C(C1C(=O)OCC)C1=CC(=CC=C1)[N+](=O)[O-])C(=O)OCC)C)=S (diethyl 2-(aminothioxomethyl)-1,4-dihydro- 6-methyl-4-(3-nitrophenyl)-3,5-pyridinedicarboxylate), CI (methyl iodide). The solvent is CO (methanol). Conditions: time 1 day. Product: I.N=C(C=1NC(=C(C(C1C(=O)OCC)C1=CC(=CC=C1)[N+](=O)[O-])C(=O)OCC)C)SC (Diethyl 1,4-dihydro-2-(imino(methylthio)methyl)-6-methyl-4-(3-nitrophenyl)-3,5-pyridinedicarboxylate hydroiodide). Isolated yield 63.1%. As a reaction SMILES: [CH3:1][I:2].[NH2:3][C:4](=[S:31])[C:5]1[NH:6][C:7]([CH3:30])=[C:8]([C:25]([O:27][CH2:28][CH3:29])=[O:26])[CH:9]([C:16]2[CH:21]=[CH:20][CH:19]=[C:18]([N+:22]([O-:24])=[O:23])[CH:17]=2)[C:10]=1[C:11]([O:13][CH2:14][CH3:15])=[O:12]>CO>[IH:2].[NH:3]=[C:4]([S:31][CH3:1])[C:5]1[NH:6][C:7]([CH3:30])=[C:8]([C:25]([O:27][CH2:28][CH3:29])=[O:26])[CH:9]([C:16]2[CH:21]=[CH:20][CH:19]=[C:18]([N+:22]([O-:24])=[O:23])[CH:17]=2)[C:10]=1[C:11]([O:13][CH2:14][CH3:15])=[O:12] |f:3.4|. Procedure details: Methyl iodide (0.06 ml, 0.96 mmoles) was added to a solution of diethyl 2-(aminothioxomethyl)-1,4-dihydro- 6-methyl-4-(3-nitrophenyl)-3,5-pyridinedicarboxylate (0.2 g, 0.48 mmoles) in methanol (10 ml). After stirring for 16 hours at room temperature methyl iodide (0.1 ml) was added and the stirring continued for 1 day. The solvent was evaporated and the residue crystallised on addition of ether. The hydroscopic solid was filtered and dried in vacuo to give the title compound (0.17 g). Nmr (CDCl3... Starting materials: C(O)([O-])=O.[Na+] (sodium hydrogen carbonate), COC1=C(C(NC=C1)=O)C#N (4-methoxy-2-oxo-1,2-dihydropyridine-3-carbonitrile), FC1=C(C(=CC(=C1)[N+](=O)[O-])F)F (1,2,3-trifluoro-5-nitrobenzene), C([O-])([O-])=O.[K+].[K+] (potassium carbonate). The solvent is CN(C=O)C (N,N-dimethylformamide). Conditions: time 2 hour. Product: FC1=C(C(=CC(=C1)[N+](=O)[O-])F)N1C(C(=C(C=C1)OC)C#N)=O (1-(2,6-difluoro-4-nitrophenyl)-4-methoxy-2-oxo-1,2-dihydropyridine-3-carbonitrile). The yield is 91.6%. Reaction SMILES: [CH3:1][O:2][C:3]1[CH:8]=[CH:7][NH:6][C:5](=[O:9])[C:4]=1[C:10]#[N:11].[F:12][C:13]1[CH:18]=[C:17]([N+:19]([O-:21])=[O:20])[CH:16]=[C:15]([F:22])[C:14]=1F.C(=O)([O-])[O-].[K+].[K+].C(=O)([O-])O.[Na+]>CN(C)C=O>[F:12][C:13]1[CH:18]=[C:17]([N+:19]([O-:21])=[O:20])[CH:16]=[C:15]([F:22])[C:14]=1[N:6]1[CH:7]=[CH:8][C:3]([O:2][CH3:1])=[C:4]([C:10]#[N:11])[C:5]1=[O:9] |f:2.3.4,5.6|. Procedure details: A mixture of 4-methoxy-2-oxo-1,2-dihydropyridine-3-carbonitrile (2.00 g), 1,2,3-trifluoro-5-nitrobenzene (3.54 g), potassium carbonate (3.73 g) and N,N-dimethylformamide (20 mL) was stirred at room temperature for 2 hr. The reaction mixture was slowly poured into saturated sodium hydrogen carbonate solution, and the mixture was extracted with ethyl acetate. The extract was washed with saturated brine, and dried over anhydrous magnesium sulfate, and the solvent was evaporated under reduced pressu... The reactants are CN(C1=NC=CC=C1CNC1=NC(=NC=C1C(F)(F)F)NC1=CC=C(C=C1)P(OCC)(OCC)=O)S(=O)(=O)C (Diethyl [4-({4-[({2-[methyl(methylsulfonyl)amino]pyridin-3-yl}methyl)amino]-5-(trifluoromethyl)pyrimidin-2-yl}amino)phenyl]phosphonate), Cl (HCl). The product is CN(C1=NC=CC=C1CNC1=NC(=NC=C1C(F)(F)F)NC1=CC=C(C=C1)P(OCC)(O)=O)S(=O)(=O)C (Ethyl hydrogen [4-({4[({2-[methyl(methylsulfonyl)amino]pyridin-3-yl}methyl)amino]-5-(trifluoromethyl)pyrimidin-2-yl}amino)phenyl]phosphonate). As a reaction SMILES: [CH3:1][N:2]([S:36]([CH3:39])(=[O:38])=[O:37])[C:3]1[C:8]([CH2:9][NH:10][C:11]2[C:16]([C:17]([F:20])([F:19])[F:18])=[CH:15][N:14]=[C:13]([NH:21][C:22]3[CH:27]=[CH:26][C:25]([P:28](=[O:35])([O:32]CC)[O:29][CH2:30][CH3:31])=[CH:24][CH:23]=3)[N:12]=2)=[CH:7][CH:6]=[CH:5][N:4]=1.Cl>>[CH3:1][N:2]([S:36]([CH3:39])(=[O:38])=[O:37])[C:3]1[C:8]([CH2:9][NH:10][C:11]2[C:16]([C:17]([F:18])([F:19])[F:20])=[CH:15][N:14]=[C:13]([NH:21][C:22]3[CH:23]=[CH:24][C:25]([P:28](=[O:32])([OH:35])[O:29][CH2:30][CH3:31])=[CH:26][CH:27]=3)[N:12]=2)=[CH:7][CH:6]=[CH:5][N:4]=1. Reported procedure: Diethyl [4-({4-[({2-[methyl(methylsulfonyl)amino]pyridin-3-yl}methyl)amino]-5-(trifluoromethyl)pyrimidin-2-yl}amino)phenyl]phosphonate (Example 2) in an excess of concentrated HCl (37%) and heated at 80° C. for 5 h. The reaction mixture was concentrated in vacuo and the residue purified by preparative HPLC (MDP) to afford the title compound (Example 40). 1H NMR (400 MHz, DMSO-d6) δ ppm 1.15 (t, J=6.9 Hz, 3H), 3.16 (s, 6H), 3.81 (ddd, J=14.7, 7.3, 7.1 Hz, 2H), 4.83 (d, J=5.6 Hz, 2H), 7.34-7.45 (m... Starting materials: Nc1ccc(Br)cc1, C1CCOC1, C=CCc1c(Cl)ncnc1Cl, [H-], [Na+]. Yields the product C=CCc1c(Cl)ncnc1Nc1ccc(Br)cc1. RXN SMILES: [Br:3][c:4]1[cH:5][cH:6][c:7]([NH2:8])[cH:9][cH:10]1.[CH2:22]1[O:23][CH2:24][CH2:25][CH2:26]1.[Cl:11][c:12]1[n:13][cH:14][n:15][c:16]([Cl:21])[c:17]1[CH2:18][CH:19]=[CH2:20].[H-:2].[Na+:1]>>[Br:3][c:4]1[cH:5][cH:6][c:7]([NH:8][c:16]2[n:15][cH:14][n:13][c:12]([Cl:11])[c:17]2[CH2:18][CH:19]=[CH2:20])[cH:9][cH:10]1. Reactants: COc1ccc(S)cc1OC, CCOC(C)=O, CN(C)c1ccncc1, N#CCCl, [K+], [K+], O=C([O-])[O-], CN(C)C=O. Product: COc1ccc(SCC#N)cc1OC. As a reaction SMILES: [CH3:1][O:2][c:3]1[cH:4][c:5]([SH:11])[cH:6][cH:7][c:8]1[O:9][CH3:10].[CH3:22][CH2:23][O:24][C:25]([CH3:26])=[O:27].[CH3:33][N:34]([c:35]1[cH:36][cH:37][n:38][cH:39][cH:40]1)[CH3:41].[Cl:12][CH2:13][C:14]#[N:15].[K+:16].[K+:17].[O-:18][C:19]([O-:20])=[O:21].[O:28]=[CH:29][N:30]([CH3:31])[CH3:32]>>[CH3:1][O:2][c:3]1[cH:4][c:5]([S:11][CH2:13][C:14]#[N:15])[cH:6][cH:7][c:8]1[O:9][CH3:10].